Dataset: the Open Reaction Database (ORD), a public repository of structured organic reaction records. Task: describe an organic reaction: reactants, conditions, products, and yield The reactants are ice water, C1(\C=C/C(=O)O1)=O (Maleic anhydride), C(O)CN (ethanolamine), C(C)(=O)OC(C)=O (acetic anhydride), C(C)(=O)[O-].[Na+] (sodium acetate), C(=O)([O-])[O-].[K+].[K+] (K2CO3). Run in C(C)(=O)O (acetic acid), CC(=O)C (acetone). Reaction conditions: time 8 hour. Yields the product C(C)(=O)OCCC=1C(=O)NC(C1)=O (Acetoxy Ethyl Maleimide). RXN SMILES: [C:1]1(=[O:7])O[C:4](=[O:5])[CH:3]=[CH:2]1.C(C[NH2:11])O.[C:12]([O:15][C:16](=[O:18])[CH3:17])(=O)[CH3:13].C([O-])(=O)C.[Na+].C([O-])([O-])=O.[K+].[K+]>CC(C)=O.C(O)(=O)C>[C:16]([O:15][CH2:12][CH2:13][C:2]1[C:1]([NH:11][C:4](=[O:5])[CH:3]=1)=[O:7])(=[O:18])[CH3:17] |f:3.4,5.6.7|. Reported procedure: Maleic anhydride (172.32 g, 1.75 mol) was added to ethanolamine (107.34 g, 1.75 mol) and dissolved in 500 mL of acetone while stirring overnight in an ice bath. To the solution, 400 mL of acetic anhydride (4.23 mol) was added with sodium acetate (144 g, 1.75 mol). The solution was heated to 80 C and stirred for 1 hour. The contents were poured into ice water and the acetic acid neutralized with K2CO3. The product was extracted with methylene chloride and then dried using magnesium sulfate. The p... Starting materials: ClC(C(Cl)C1=CC(=C(C=C1)C1CCCCC1)Cl)Cl (β,β,α,3-tetrachloro-4-cyclohexylphenylethane), C[Li] (Methyl lithium). The solvent is CCOCC (ether). The product is ClC=1C=C(C=CC1C1CCCCC1)C#C (3-chloro-4-cyclohexyl-1-ethynylbenzene). As a reaction SMILES: Cl[CH:2](Cl)[CH:3]([C:5]1[CH:10]=[CH:9][C:8]([CH:11]2[CH2:16][CH2:15][CH2:14][CH2:13][CH2:12]2)=[C:7]([Cl:17])[CH:6]=1)Cl.C[Li]>CCOCC>[Cl:17][C:7]1[CH:6]=[C:5]([C:3]#[CH:2])[CH:10]=[CH:9][C:8]=1[CH:11]1[CH2:16][CH2:15][CH2:14][CH2:13][CH2:12]1. Reported procedure: β,β,α,3-tetrachloro-4-cyclohexylphenylethane (55.8 g.; 0.17 moles) is dissolved in anhydrous ether (100 ml). The solution is cooled in an ice-bath with stirring under nitrogen. Methyl lithium (2.3 M in ether; 300 cc) is added dropwise and the mixture stirred in the icebath for 2.5 hours before destroying the excess methyl lithium with ice. The ethereal fraction is washed thoroughly with saline until the washings are neutral. Removal of solvent gives 3-chloro-4-cyclohexyl-1-ethynylbenzene (b.p. 8...